This data is from the Open Reaction Database (ORD), a public repository of structured organic reaction records. The task is: describe an organic reaction: reactants, conditions, products, and yield The reactants are [N+](=O)([O-])C=1C=C2CN(CC2=CC1)C(=O)NC1=CC=C(C=C1)C(NCCC)=O (5-nitro-N-[4-(propylcarbamoyl)phenyl]-1,3-dihydro-2H-isoindole-2-carboxamide), [H][H] (hydrogen). The reagents and catalysts are [Pd] (Pd on carbon). Solvent: CN(C=O)C (dimethylformamide). Yields the product NC=1C=C2CN(CC2=CC1)C(=O)NC1=CC=C(C=C1)C(NCCC)=O (5-amino-N-[4-(propylcarbamoyl)phenyl]-1,3-dihydro-2H-isoindole-2-carboxamide). As a reaction SMILES: [N+:1]([C:4]1[CH:5]=[C:6]2[C:10](=[CH:11][CH:12]=1)[CH2:9][N:8]([C:13]([NH:15][C:16]1[CH:21]=[CH:20][C:19]([C:22](=[O:27])[NH:23][CH2:24][CH2:25][CH3:26])=[CH:18][CH:17]=1)=[O:14])[CH2:7]2)([O-])=O.[H][H]>CN(C)C=O.[Pd]>[NH2:1][C:4]1[CH:5]=[C:6]2[C:10](=[CH:11][CH:12]=1)[CH2:9][N:8]([C:13]([NH:15][C:16]1[CH:21]=[CH:20][C:19]([C:22](=[O:27])[NH:23][CH2:24][CH2:25][CH3:26])=[CH:18][CH:17]=1)=[O:14])[CH2:7]2. Procedure: A solution of 5-nitro-N-[4-(propylcarbamoyl)phenyl]-1,3-dihydro-2H-isoindole-2-carboxamide (37 mg, 0.1 mmol) in 1 ml dimethylformamide in the presence of 11 mg of 10% Pd on carbon was treated with a hydrogen balloon overnight at room temperature. The suspension was filtered through diatomaceous earth and purified by reverse-phase HPLC to provide the title compound. 1H NMR (300 MHz, DMSO-d6) δ ppm 8.51 (s, 1H), 8.24 (t, J=5.6 Hz, 1H), 7.74-7.78 (m, 2H), 7.62-7.66 (m, 2H), 7.19 (d, J=7.9 Hz, 1H), ...